Dataset: the Open Reaction Database (ORD), a public repository of structured organic reaction records. Task: describe an organic reaction: reactants, conditions, products, and yield Reactants: [Si](C)(C)(C(C)(C)C)OCCC[S@@](=NC(C1=CN=CC(=C1)C#CC1=CC(=CC=C1)NC(=O)C=1OC=CC1C)=O)(C1=CC=CC=C1)=O ((S)-N-[(3-{[tert-butyl(dimethyl)silyl]oxy}propyl)(oxido)phenyl--sulfanylidene]-5-({3-[(3-methyl-2-furoyl)amino]phenyl}ethynyl)nicotinamide), [F-].C(C)(C)(C)[NH3+] (tert-butylammonium fluoride). Run in CCOC(=O)C (EtOAc), C1CCOC1 (THF). Conditions: temperature 0 celsius, time 1 hour. Yields the product OCCC[S@@](=NC(C1=CN=CC(=C1)C#CC1=CC(=CC=C1)NC(=O)C=1OC=CC1C)=O)(C1=CC=CC=C1)=O ((S)-N-[(3-hydroxypropyl)(oxido)phenyl--sulfanylidene]-5-({3-[(3-methyl-2-furoyl)amino]phenyl}ethynyl)nicotinamide). RXN SMILES: [Si]([O:8][CH2:9][CH2:10][CH2:11][S@:12](=[O:45])([C:39]1[CH:44]=[CH:43][CH:42]=[CH:41][CH:40]=1)=[N:13][C:14](=[O:38])[C:15]1[CH:20]=[C:19]([C:21]#[C:22][C:23]2[CH:28]=[CH:27][CH:26]=[C:25]([NH:29][C:30]([C:32]3[O:33][CH:34]=[CH:35][C:36]=3[CH3:37])=[O:31])[CH:24]=2)[CH:18]=[N:17][CH:16]=1)(C(C)(C)C)(C)C.[F-].C([NH3+])(C)(C)C>C1COCC1.CCOC(C)=O>[OH:8][CH2:9][CH2:10][CH2:11][S@:12](=[O:45])([C:39]1[CH:40]=[CH:41][CH:42]=[CH:43][CH:44]=1)=[N:13][C:14](=[O:38])[C:15]1[CH:20]=[C:19]([C:21]#[C:22][C:23]2[CH:28]=[CH:27][CH:26]=[C:25]([NH:29][C:30]([C:32]3[O:33][CH:34]=[CH:35][C:36]=3[CH3:37])=[O:31])[CH:24]=2)[CH:18]=[N:17][CH:16]=1 |f:1.2|. Procedure: To the solution of (S)-N-[(3-{[tert-butyl(dimethyl)silyl]oxy}propyl)(oxido)phenyl--sulfanylidene]-5-({3-[(3-methyl-2-furoyl)amino]phenyl}ethynyl)nicotinamide (2.2 g, 3.43 mmol) in anhydrous THF (60 mL) at 0° C. was added dropwise tert-butylammonium fluoride (7.2 mL, 1 M in THF) and the reaction was stirred at 0° C. for 1 hour. The yellow reaction solution was then concentrated at room temperature to give a red oil. The oily residue was diluted with EtOAc, which was washed with saturated aqueous ... Reactants: BrC=1C=C2C=C(C=NC2=CC1)C(=O)O (6-bromoquinoline-3-carboxylic acid), S(O)(O)(=O)=O (sulfuric acid), C([O-])(O)=O.[Na+] (sodium bicarbonate). Solvent: CO (methanol). Run at temperature 85 celsius, time 96 hour. Product: BrC=1C=C2C=C(C=NC2=CC1)C(=O)OC (methyl 6-bromoquinoline-3-carboxylate). Reaction SMILES: [Br:1][C:2]1[CH:3]=[C:4]2[C:9](=[CH:10][CH:11]=1)[N:8]=[CH:7][C:6]([C:12]([OH:14])=[O:13])=[CH:5]2.S(=O)(=O)(O)O.[C:20](=O)(O)[O-].[Na+]>CO>[Br:1][C:2]1[CH:3]=[C:4]2[C:9](=[CH:10][CH:11]=1)[N:8]=[CH:7][C:6]([C:12]([O:14][CH3:20])=[O:13])=[CH:5]2 |f:2.3|. Reported procedure: To a solution of 6-bromoquinoline-3-carboxylic acid (3 g, 11.9 mmol), in methanol (55 mL) was added sulfuric acid (0.32 mL, 6 mmol). The reaction was stirred at 85° C. for 96 h. The reaction was then cooled to room temperature and saturated sodium bicarbonate solution was added until pH=7. On neutralization, methyl 7-bromo-2-naphthoate precipitated as a solid which was collected by suction filtration (Int-1, 2.77 g, 97%). LC-MS: (FA) ES+ 266; 1H NMR (400 MHz, d6-DMSO) δ ppm 9.33 (d, J=2.1 Hz, 1H... Starting materials: CO, CCOC(=O)C(Cc1cccc(OC(F)(F)C(F)F)c1)C(O)c1cccc(Cl)c1, Cl, [Na+], [OH-]. Yields the product O=C(O)C(Cc1cccc(OC(F)(F)C(F)F)c1)C(O)c1cccc(Cl)c1. Reaction SMILES: [CH3:33][OH:34].[Cl:1][c:2]1[cH:3][c:4]([CH:8]([CH:9]([C:10](=[O:11])[O:12][CH2:13][CH3:14])[CH2:15][c:16]2[cH:17][c:18]([O:22][C:23]([CH:24]([F:25])[F:26])([F:27])[F:28])[cH:19][cH:20][cH:21]2)[OH:29])[cH:5][cH:6][cH:7]1.[ClH:32].[Na+:31].[OH-:30]>>[Cl:1][c:2]1[cH:3][c:4]([CH:8]([CH:9]([C:10](=[O:11])[OH:12])[CH2:15][c:16]2[cH:17][c:18]([O:22][C:23]([CH:24]([F:25])[F:26])([F:27])[F:28])[cH:19][cH:20][cH:21]2)[OH:29])[cH:5][cH:6][cH:7]1.